From a dataset of the Open Reaction Database (ORD), a public repository of structured organic reaction records. describe an organic reaction: reactants, conditions, products, and yield The reactants are CN(C)C1CCNC1, O=C(O)c1cc2ccc(Cl)cc2[nH]1. The product is CN(C)C1CCN(C(=O)c2cc3ccc(Cl)cc3[nH]2)C1. Reaction SMILES: [CH3:14][N:15]([CH:16]1[CH2:17][NH:18][CH2:19][CH2:20]1)[CH3:21].[Cl:1][c:2]1[cH:3][cH:4][c:5]2[cH:6][c:7]([C:11](=[O:12])[OH:13])[nH:8][c:9]2[cH:10]1>>[Cl:1][c:2]1[cH:3][cH:4][c:5]2[cH:6][c:7]([C:11](=[O:13])[N:18]3[CH2:17][CH:16]([N:15]([CH3:14])[CH3:21])[CH2:20][CH2:19]3)[nH:8][c:9]2[cH:10]1. The solvent is CCO.C1CCOC1 (EtOH THF). Run at time 1 hour. The product is C(#N)C=1C=C(OC2=CC=C(C=C2)N2C=C(C3=CC=CC=C23)C(C(=O)NC[C@@H](CO)O)O)C=CC1C(F)(F)F (2-(1-(4-(3-Cyano-4-(trifluoromethyl)phenoxy)phenyl)-1H-indol-3-yl)-N—((S)-2,3-dihydroxypropyl)-2-hydroxyacetamide). Procedure: NaBH4 (20 mg) was added to a solution of compound 68 (50 mg) in EtOH/THF (2 mL/2 mL) at room temperature, and the mixture was shaken at room temperature for 1 hour. The reaction was quenched with water, extracted with EtOAc (30 mL), concentrated, and purified by column (CHCl3/MeOH 10/1.5) to give compound 69 as a white solid (40 mg, 40%): 1H-NMR (400 MHz, CD3OD): δ 7.72-7.76 (m, 2H), 7.49-7.53 (m, 2H), 7.3-7.46 (m, 4H), 7.05-7.21 (m, 4H), 5.35-5.37 (m, 1H), 3.67-3.73 (m, 1H), 3.43-3.47 (m, 3H), ... The reactants are [BH4-].[Na+] (NaBH4), C(#N)C=1C=C(OC2=CC=C(C=C2)N2C=C(C3=CC=CC=C23)C(C(=O)NC[C@@H](CO)O)=O)C=CC1C(F)(F)F ((S)-2-(1-(4-(3-Cyano-4-(trifluoromethyl)phenoxy)phenyl)-1H-indol-3-yl)-N-(2,3-dihydroxypropyl)-2-oxoacetamide). Reaction SMILES: [BH4-].[Na+].[C:3]([C:5]1[CH:6]=[C:7]([CH:34]=[CH:35][C:36]=1[C:37]([F:40])([F:39])[F:38])[O:8][C:9]1[CH:14]=[CH:13][C:12]([N:15]2[C:23]3[C:18](=[CH:19][CH:20]=[CH:21][CH:22]=3)[C:17]([C:24](=[O:33])[C:25]([NH:27][CH2:28][C@H:29]([OH:32])[CH2:30][OH:31])=[O:26])=[CH:16]2)=[CH:11][CH:10]=1)#[N:4]>CCO.C1COCC1>[C:3]([C:5]1[CH:6]=[C:7]([CH:34]=[CH:35][C:36]=1[C:37]([F:40])([F:39])[F:38])[O:8][C:9]1[CH:10]=[CH:11][C:12]([N:15]2[C:23]3[C:18](=[CH:19][CH:20]=[CH:21][CH:22]=3)[C:17]([CH:24]([OH:33])[C:25]([NH:27][CH2:28][C@H:29]([OH:32])[CH2:30][OH:31])=[O:26])=[CH:16]2)=[CH:13][CH:14]=1)#[N:4] |f:0.1,3.4|. Yield: 79.7%. Reactants: CC1(OC2=C(C(=CC(=C2)C(C)C(CCCCC)C)O)C=2C1=CC=NC2)C (5,5-dimethyl-10-hydroxy-8-(3-methyl-2-octyl)-5H-[1]benzopyrano[3,4-d]pyridine), C(C)(=O)OC(C)=O (acetic anhydride). Run in N1=CC=CC=C1 (pyridine). The product is C(C)(=O)OC1=CC(=CC2=C1C=1C(=CC=NC1)C(O2)(C)C)C(C)C(CCCCC)C (10-Acetoxy-5,5-dimethyl-8-(3-methyl-2-octyl)-5H-[1]benzopyrano[3,4-d]pyridine). Reaction SMILES: [CH3:1][C:2]1([CH3:26])[C:21]2=[CH:22][CH:23]=[N:24][CH:25]=[C:20]2[C:5]2[C:6]([OH:19])=[CH:7][C:8]([CH:10]([CH:12]([CH3:18])[CH2:13][CH2:14][CH2:15][CH2:16][CH3:17])[CH3:11])=[CH:9][C:4]=2[O:3]1.[C:27](OC(=O)C)(=[O:29])[CH3:28]>N1C=CC=CC=1>[C:27]([O:19][C:6]1[C:5]2[C:20]3[C:21]([C:2]([CH3:1])([CH3:26])[O:3][C:4]=2[CH:9]=[C:8]([CH:10]([CH:12]([CH3:18])[CH2:13][CH2:14][CH2:15][CH2:16][CH3:17])[CH3:11])[CH:7]=1)=[CH:22][CH:23]=[N:24][CH:25]=3)(=[O:29])[CH3:28]. Reported procedure: A mixture of 3.53 g. (0.01 mole) of 5,5-dimethyl-10-hydroxy-8-(3-methyl-2-octyl)-5H-[1]benzopyrano[3,4-d]pyridine, 1.22 g. (0.012 mole) of acetic anhydride, and 5 ml. of pyridine was stirred at room temperature for 24 hours. The reaction mixture was evaporated in vacuo, and the residue was taken up in ether. The ether solution was washed with water, dried with anhydrous sodium sulfate, and evaporated in vacuo. The residue was purified by chromatography on a Florosil® activated aluminum magnesium... The reactants are C12(CC3CC(CC(C1)C3)C2)N (1-adamantylamine), BrC1=CC=CC=C1 (bromobenzene), CC(C)([O-])C.[Na+] (sodium tert-butoxide), CCOCC (Et2O). Reagents/catalysts: C=1C=CC(=CC1)/C=C/C(=O)/C=C/C2=CC=CC=C2.C=1C=CC(=CC1)/C=C/C(=O)/C=C/C2=CC=CC=C2.[Pd] (Pd(dba)2), C1(=CC=CC=C1)P(C1=C(C2=CC=CC=C2C=C1)C1=C(C=CC2=CC=CC=C12)P(C1=CC=CC=C1)C1=CC=CC=C1)C1=CC=CC=C1 ((±)-2,2′-Bis(diphenylphosphino)-1,1′-binaphthalene). Solvent: C1(=CC=CC=C1)C (toluene). Run at time 30 minute. The product is hexanes EtOAc, C12(CC3CC(CC(C1)C3)C2)NC2=CC=CC=C2 (N-(1-adamantyl)-N-phenylamine). Yield: 65.7%. As a reaction SMILES: [C:1]12([NH2:11])[CH2:10][CH:5]3[CH2:6][CH:7]([CH2:9][CH:3]([CH2:4]3)[CH2:2]1)[CH2:8]2.Br[C:13]1[CH:18]=[CH:17][CH:16]=[CH:15][CH:14]=1.CC(C)([O-])C.[Na+].CCOCC>C1(C)C=CC=CC=1.C1C=CC(/C=C/C(/C=C/C2C=CC=CC=2)=O)=CC=1.C1C=CC(/C=C/C(/C=C/C2C=CC=CC=2)=O)=CC=1.[Pd].C1(P(C2C=CC=CC=2)C2C=CC3C(=CC=CC=3)C=2C2C3C(=CC=CC=3)C=CC=2P(C2C=CC=CC=2)C2C=CC=CC=2)C=CC=CC=1>[C:1]12([NH:11][C:13]3[CH:18]=[CH:17][CH:16]=[CH:15][CH:14]=3)[CH2:8][CH:7]3[CH2:6][CH:5]([CH2:4][CH:3]([CH2:9]3)[CH2:2]1)[CH2:10]2 |f:2.3,6.7.8|. Procedure details: A mixture of Pd(dba)2 (0.259 g, 0.450 mmol) and (±)-2,2′-Bis(diphenylphosphino)-1,1′-binaphthalene (0.417 g, 0.670 mmol) in toluene (40 mL) was stirred for 30 min at room temperature before adding 1-adamantylamine (2.269 g, 15.0 mmol), bromobenzene (1.60 mL, 15.2 mmol) and sodium tert-butoxide (2.02 g, 21.0 mmol). The reaction solution was stirred for 24 h at 100° C. After cooling the reaction mixture to room temperature, Et2O (50 mL) was added. The reaction mixture was filtered through a pad of... The reactants are CN(C)C=O, CCN(C(C)C)C(C)C, NOC1CCN(S(=O)(=O)c2cccc(C(F)(F)F)c2)CC1, On1nnc2ccccc21, O=C(O)c1ccc(Cl)cc1. Yields the product O=C(NOC1CCN(S(=O)(=O)c2cccc(C(F)(F)F)c2)CC1)c1ccc(Cl)cc1. RXN SMILES: [CH3:51][N:52]([CH3:53])[CH:54]=[O:55].[CH:42]([N:43]([CH2:44][CH3:45])[CH:46]([CH3:47])[CH3:48])([CH3:49])[CH3:50].[F:1][C:2]([c:3]1[cH:4][c:5]([S:9](=[O:10])(=[O:11])[N:12]2[CH2:13][CH2:14][CH:15]([O:18][NH2:19])[CH2:16][CH2:17]2)[cH:6][cH:7][cH:8]1)([F:20])[F:21].[OH:22][n:23]1[c:24]2[cH:25][cH:26][cH:27][cH:28][c:29]2[n:30][n:31]1.[OH:32][C:33](=[O:34])[c:35]1[cH:36][cH:37][c:38]([Cl:39])[cH:40][cH:41]1>>[F:1][C:2]([c:3]1[cH:4][c:5]([S:9](=[O:10])(=[O:11])[N:12]2[CH2:13][CH2:14][CH:15]([O:18][NH:19][C:33](=[O:32])[c:35]3[cH:36][cH:37][c:38]([Cl:39])[cH:40][cH:41]3)[CH2:16][CH2:17]2)[cH:6][cH:7][cH:8]1)([F:20])[F:21]. Reactants: ClC=1C=CC=2CC3=C(NC2C1)C(=NN(C3=O)C3=CC=C(C=C3)OC)O (7-chloro-4-hydroxy-2-(4′-methoxyphenyl)-5,10-dihydro-2H-pyridazino[4,5-b]quinoline-1-one), B(Br)(Br)Br (BBr3). Run in C(Cl)Cl (methylene chloride). Reaction conditions: temperature 0 celsius. Product: ClC=1C=CC=2CC3=C(NC2C1)C(=NN(C3=O)C3=CC=C(C=C3)O)O (7-Chloro-4-hydroxy-2-(4′-hydroxyphenyl)-5,10-dihydro-2H-pyridazino[4,5-b]quinoline-1-one). The yield is 48.0%. Reaction SMILES: [Cl:1][C:2]1[CH:3]=[CH:4][C:5]2[CH2:6][C:7]3[C:15](=[O:16])[N:14]([C:17]4[CH:22]=[CH:21][C:20]([O:23]C)=[CH:19][CH:18]=4)[N:13]=[C:12]([OH:25])[C:8]=3[NH:9][C:10]=2[CH:11]=1.B(Br)(Br)Br>C(Cl)Cl>[Cl:1][C:2]1[CH:3]=[CH:4][C:5]2[CH2:6][C:7]3[C:15](=[O:16])[N:14]([C:17]4[CH:22]=[CH:21][C:20]([OH:23])=[CH:19][CH:18]=4)[N:13]=[C:12]([OH:25])[C:8]=3[NH:9][C:10]=2[CH:11]=1. Procedure: To a mixture of the 7-chloro-4-hydroxy-2-(4′-methoxyphenyl)-5,10-dihydro-2H-pyridazino[4,5-b]quinoline-1-one (521 mg) in methylene chloride (50 mL), cooled in an ice/water bath, was added BBr3 dropwise (0.300 mL). The mixture was stirred with cooling for 15 minutes. The cooling bath was removed and the reaction was stirred at room temperature for 3 hours. The resulting solution was cooled to 0° C. and saturated NaHCO3 (55 mL) was added. The resulting mixture was stirred for 20 minutes, then the ...